Dataset: the Open Reaction Database (ORD), a public repository of structured organic reaction records. Task: describe an organic reaction: reactants, conditions, products, and yield Starting materials: O=C([O-])[O-], COc1cccc(CSCC(=O)O)c1, O=C(OC(=O)C(F)(F)F)C(F)(F)F, [Na+], [Na+], O=C(O)C(F)(F)F. Yields the product COc1ccc2c(c1)CSCC2=O. RXN SMILES: [C:28](=[O:29])([O-:30])[O-:31].[CH3:1][O:2][c:3]1[cH:4][c:5]([CH2:6][S:7][CH2:8][C:9](=[O:10])[OH:11])[cH:12][cH:13][cH:14]1.[F:15][C:16]([F:17])([F:18])[C:19]([O:20][C:21](=[O:22])[C:23]([F:24])([F:25])[F:26])=[O:27].[Na+:32].[Na+:33].[OH:34][C:35]([C:36]([F:37])([F:38])[F:39])=[O:40]>>[CH3:1][O:2][c:3]1[cH:4][c:5]2[c:12]([cH:13][cH:14]1)[C:9](=[O:10])[CH2:8][S:7][CH2:6]2. Starting materials: C(=O)([O-])[O-].[K+].[K+] (K2CO3), O (water), ClC1=CC=C(C=C1)C(C1=CC(=C(C=C1)C)C)=O (4'-chloro-3,4-dimethylbenzophenone), SCCO (2-mercaptoethanol). Solvent: CC(=O)N(C)C (dimethylacetamide), CCOCC (ether). Conditions: time 6 hour. The product is OCCSC1=CC=C(C=C1)C(C1=CC(=C(C=C1)C)C)=O (4'-(2-Hydroxyethyl-mercapto)-3,4-dimethyl-benzophenone). Reaction SMILES: Cl[C:2]1[CH:7]=[CH:6][C:5]([C:8](=[O:17])[C:9]2[CH:14]=[CH:13][C:12]([CH3:15])=[C:11]([CH3:16])[CH:10]=2)=[CH:4][CH:3]=1.[SH:18][CH2:19][CH2:20][OH:21].C([O-])([O-])=O.[K+].[K+].O>CC(N(C)C)=O.CCOCC>[OH:21][CH2:20][CH2:19][S:18][C:2]1[CH:7]=[CH:6][C:5]([C:8](=[O:17])[C:9]2[CH:14]=[CH:13][C:12]([CH3:15])=[C:11]([CH3:16])[CH:10]=2)=[CH:4][CH:3]=1 |f:2.3.4|. Procedure details: 12.2 g (0.05 mol) of 4'-chloro-3,4-dimethylbenzophenone and 4.3 g (0.055 mol) of 2-mercaptoethanol in 50 ml of dimethylacetamide are warmed to 95° under nitrogen. 13.8 g (0.1 mol) of calcined K2CO3 are then added. The suspension is kept at 90°-100° C. for 6 hours. 100 ml of water are poured over the resulting reaction mixture and the product is taken up in ether. The ether layer is washed with water, dried over Na2SO4 and concentrated. The resulting crystals are recrystallised from methanol and ... Reactants: N-benzyl-1-(2-trans-methylcyclopropyl)methanamine hydrochloride, intermediate 3.2.1, C(C)(C)N(CC)C(C)C (diisopropylethyl amine), COCC(=O)O (methoxyacetic acid), C1=CC2=C(N=C1)N(N=N2)O (HOAt), C(CCl)Cl (EDC), C(Cl)(Cl)Cl (CHCl3). Reaction conditions: time 18 hour. Yields the product C(C1=CC=CC=C1)N(C(COC)=O)C[C@H]1[C@@H](C1)C (trans N-benzyl-2-methoxy-N-[(2-methylcyclopropyl)methyl]acetamide). Reaction SMILES: C([N:4]([CH:7]([CH3:9])C)[CH2:5][CH3:6])(C)C.[CH3:10][O:11][CH2:12][C:13]([OH:15])=O.[CH:16]1[CH:21]=N[C:19]2N(O)N=N[C:18]=2[CH:17]=1.[CH2:26](Cl)[CH2:27]Cl.[CH:30](Cl)(Cl)Cl>>[CH2:7]([N:4]([CH2:5][C@@H:6]1[CH2:30][C@H:26]1[CH3:27])[C:13](=[O:15])[CH2:12][O:11][CH3:10])[C:9]1[CH:19]=[CH:18][CH:17]=[CH:16][CH:21]=1. Procedure details: To a solution of N-benzyl-1-(2-trans-methylcyclopropyl)methanamine hydrochloride (intermediate 3.2.1, 10 g, 47.2 mmol) in CHCl3 (150 mL) was added diisopropylethyl amine (9.87 mL, 56.7 mmol), methoxyacetic acid (4.35 mL, 56.7 mmol), HOAt (1.29 g, 9.5 mmol) and EDC (10.87 g, 56.7 mmol), and the reaction mixture was stirred at rt for 18 h. The reaction mixture was concentrated in vacuo, diluted with EtOAc, washed with 10% KHSO4, aq NaHCO3 and brine, dried over sodium sulfate and concentrated in va... Solvent: C1CCOC1 (THF), CC(C)O (i-PrOH), O (H2O). Procedure: To a mixture of 105f (125 mg, 0.183 mmol) in THF (6 mL), i-PrOH (2 mL) and H2O (2 mL) was added LiOH.H2O (37 mg, 0.915 mmol). The reaction mixture was stirred at rt for 16 h and concentrated. The residue was partitioned between water and DCM. The organic layer was separated, dried over Na2SO4, filtered and concentrated. The residue was washed with EA and dried to give 105 (73 mg, 60%) as gray solid. 1H NMR (500 MHz, DMSO-d6): δ 8.56 (s, 1H), 8.48 (s, 1H),), 8.20 (s, 1H), 8.12 (s, 1H), 7.42 (s, 1... Product: FC=1C=C(C(=C(C1)C=1C=C(C(N(C1)C)=O)NC1=CC=CC(=N1)NCCNC(C=C)=O)CO)N1N=CC2=C(C1=O)SC1=C2CCCC1 (N-[2-[[6-[[5-[5-fluoro-2-(hydroxymethyl)-3-(4-oxo-6,7,8,9-tetrahydrobenzothiopheno[2,3-d]pyridazin-3-yl)phenyl]-1-methyl-2-oxo-3-pyridyl]amino]-2-pyridyl]amino]ethyl]prop-2-enamide). As a reaction SMILES: [F:1][C:2]1[CH:3]=[C:4]([N:36]2[C:41](=[O:42])[C:40]3[S:43][C:44]4[CH2:49][CH2:48][CH2:47][CH2:46][C:45]=4[C:39]=3[CH:38]=[N:37]2)[C:5]([CH2:31][O:32]C(=O)C)=[C:6]([C:8]2[CH:9]=[C:10]([NH:16][C:17]3[N:22]=[C:21]([NH:23][CH2:24][CH2:25][NH:26][C:27](=[O:30])[CH:28]=[CH2:29])[CH:20]=[CH:19][CH:18]=3)[C:11](=[O:15])[N:12]([CH3:14])[CH:13]=2)[CH:7]=1.O[Li].O>C1COCC1.CC(O)C.O>[F:1][C:2]1[CH:3]=[C:4]([N:36]2[C:41](=[O:42])[C:40]3[S:43][C:44]4[CH2:49][CH2:48][CH2:47][CH2:46][C:45]=4[C:39]=3[CH:38]=[N:37]2)[C:5]([CH2:31][OH:32])=[C:6]([C:8]2[CH:9]=[C:10]([NH:16][C:17]3[N:22]=[C:21]([NH:23][CH2:24][CH2:25][NH:26][C:27](=[O:30])[CH:28]=[CH2:29])[CH:20]=[CH:19][CH:18]=3)[C:11](=[O:15])[N:12]([CH3:14])[CH:13]=2)[CH:7]=1 |f:1.2|. Yield: 62.2%. Reaction conditions: time 16 hour. Starting materials: FC=1C=C(C(=C(C1)C=1C=C(C(N(C1)C)=O)NC1=CC=CC(=N1)NCCNC(C=C)=O)COC(C)=O)N1N=CC2=C(C1=O)SC1=C2CCCC1 (N-[2-[[6-[[5-[5-fluoro-2-(acetoxymethyl)-3-(4-oxo-6,7,8,9-tetrahydrobenzothiopheno[2,3-d]pyridazin-3-yl)phenyl]-1-methyl-2-oxo-3-pyridyl]amino]-2-pyridyl]amino]ethyl]prop-2-enamide), O[Li].O (LiOH.H2O). Reactants: O1[C@@H](C1)COC1=CC=CC2=NC(N=C21)=O (4-[(2S)-oxiranylmethoxy]-benzimidazol-2-one), NCC1CCN(CC1)CCC(F)(F)F (4-aminomethyl-1-(3,3,3-trifluoropropyl)-piperidine). The product is O[C@H](COC1=CC=CC=2NC(NC21)=O)CNCC2CCN(CC2)CCC(F)(F)F (4-((2S)-2-Hydroxy-3-{[1-(3,3,3-trifluoro-propyl)-piperidin-4-ylmethyl]-amino}-propoxy)-1,3-dihydro-benzoimidazol-2-one). Yield: 31.6%. As a reaction SMILES: [O:1]1[CH2:3][C@H:2]1[CH2:4][O:5][C:6]1[C:14]2[C:10](=[N:11][C:12](=[O:15])[N:13]=2)[CH:9]=[CH:8][CH:7]=1.[NH2:16][CH2:17][CH:18]1[CH2:23][CH2:22][N:21]([CH2:24][CH2:25][C:26]([F:29])([F:28])[F:27])[CH2:20][CH2:19]1>>[OH:1][C@@H:2]([CH2:3][NH:16][CH2:17][CH:18]1[CH2:23][CH2:22][N:21]([CH2:24][CH2:25][C:26]([F:29])([F:27])[F:28])[CH2:20][CH2:19]1)[CH2:4][O:5][C:6]1[C:14]2[NH:13][C:12](=[O:15])[NH:11][C:10]=2[CH:9]=[CH:8][CH:7]=1. Procedure: Prepared from 4-[(2S)-oxiranylmethoxy]-benzimidazol-2-one (0.080 g, 0.38 mmol) and 4-aminomethyl-1-(3,3,3-trifluoropropyl)-piperidine (0.250 g, 1.2 mmol) of according to the procedure used for Example 2 to give 0.050 g of the title compound as an off-white solid. Starting materials: ( I ), C(C)(=O)[O-].[Na+] (sodium acetate), ClC=1C=C(C=CC1)CC(=O)O (3-Chlorophenylacetic acid), C(C)(=O)OC(C)=O (acetic anhydride). Run in O (water), O (water), Cl (HCl). Product: ClC1=C(C=CC=C1)CC(C)=O (2-chlorphenyl acetone). Isolated yield 41.0%. RXN SMILES: [Cl:1][C:2]1C=[C:4](CC(O)=O)[CH:5]=[CH:6][CH:7]=1.C(O[C:16](=[O:18])[CH3:17])(=O)C.[C:19]([O-])(=O)[CH3:20].[Na+]>O.Cl>[Cl:1][C:2]1[CH:7]=[CH:6][CH:5]=[CH:4][C:19]=1[CH2:20][C:16](=[O:18])[CH3:17] |f:2.3|. Procedure: The general pathway for making compounds of Formula (I) is outlined above. In accordance with the general pathway, approximately 17 g of 0.1 mol 3-Chlorophenylacetic acid was refluxed in acetic anhydride (75 ml, 0.8 mol) and sodium acetate (8.2 g., 0.1 mol) for 2 days. The resulting mixture was allowed to cool to room temperature and diluted with water (150 ml). The organic layer was then refluxed in concentrated HCl (80 ml) for one hour, cooled to room temperature and then 200 ml of water was a... Starting materials: ClC1=NC=C(C(=O)OC)C=C1 (methyl 6-chloronicotinate), C(CCCCCCCCCCCCCCC)N (hexadecylamine), CN(P(=O)(N(C)C)N(C)C)C (hexamethylphosphoramide). Run in O (water). Product: C(CCCCCCCCCCCCCCC)NC1=CC=C(C=N1)C(=O)OC (methyl 6-hexadecylamino-3-pyridinecarboxylate). RXN SMILES: Cl[C:2]1[CH:11]=[CH:10][C:5]([C:6]([O:8][CH3:9])=[O:7])=[CH:4][N:3]=1.[CH2:12]([NH2:28])[CH2:13][CH2:14][CH2:15][CH2:16][CH2:17][CH2:18][CH2:19][CH2:20][CH2:21][CH2:22][CH2:23][CH2:24][CH2:25][CH2:26][CH3:27].CN(C)P(N(C)C)(N(C)C)=O>O>[CH2:12]([NH:28][C:2]1[N:3]=[CH:4][C:5]([C:6]([O:8][CH3:9])=[O:7])=[CH:10][CH:11]=1)[CH2:13][CH2:14][CH2:15][CH2:16][CH2:17][CH2:18][CH2:19][CH2:20][CH2:21][CH2:22][CH2:23][CH2:24][CH2:25][CH2:26][CH3:27]. Procedure details: A mixture of 5.13 g. of methyl 6-chloronicotinate, 7.23 g. of hexadecylamine and 150 ml. of hexamethylphosphoramide is stirred at 130° for 6 hours. Cooling and dilution with water affords a precipitate which is collected by filtration and recrystallized from ethyl acetate and then from acetone to yield methyl 6-hexadecylamino-3-pyridinecarboxylate as a tan solid. Starting materials: C(C)(C)(C)OC(=O)COC1=CC=C(C=C1)C1=CC=C(C=C1)C#N (4-(tert.butyloxycarbonylmethyloxy)-4'-cyano-biphenyl), FC(C(=O)O)(F)F (trifluoroacetic acid). Run in C(Cl)Cl (methylene chloride). Reaction conditions: time 3 hour. Product: C(=O)(O)COC1=CC=C(C=C1)C1=CC=C(C=C1)C#N (4-(Carboxymethyloxy)-4'-cyano-biphenyl). As a reaction SMILES: C([O:5][C:6]([CH2:8][O:9][C:10]1[CH:15]=[CH:14][C:13]([C:16]2[CH:21]=[CH:20][C:19]([C:22]#[N:23])=[CH:18][CH:17]=2)=[CH:12][CH:11]=1)=[O:7])(C)(C)C.FC(F)(F)C(O)=O>C(Cl)Cl>[C:6]([CH2:8][O:9][C:10]1[CH:11]=[CH:12][C:13]([C:16]2[CH:21]=[CH:20][C:19]([C:22]#[N:23])=[CH:18][CH:17]=2)=[CH:14][CH:15]=1)([OH:7])=[O:5]. Reported procedure: 32.9 g of 4-(tert.butyloxycarbonylmethyloxy)-4'-cyano-biphenyl dissolved in 250 ml of methylene chloride is mixed slowly with 137 ml of trifluoroacetic acid. After stirring for 3 hours, the reaction mixture is evaporated to dryness and the solid residue is triturated with water. Starting materials: CC=1NC=CN1 (2-methylimidazole), ClC=1N=C(C2=C(N1)SC(=C2)CC)NCC2=CC(=CC=C2)[N+](=O)[O-] (2-chloro-6-ethyl-4-(3-nitrobenzylamino)-thieno-[2,3-d]-pyrimidine). Yields the product CC=1N(C=CN1)C=1N=C(C2=C(N1)SC(=C2)CC)NCC2=CC(=CC=C2)[N+](=O)[O-] (2-(2-methylimidazol-1-yl)-6-ethyl-4-(3-nitrobenzylamino)-thieno-[2,3-d]-pyrimidine). RXN SMILES: [CH3:1][C:2]1[NH:3][CH:4]=[CH:5][N:6]=1.Cl[C:8]1[N:9]=[C:10]([NH:19][CH2:20][C:21]2[CH:26]=[CH:25][CH:24]=[C:23]([N+:27]([O-:29])=[O:28])[CH:22]=2)[C:11]2[CH:16]=[C:15]([CH2:17][CH3:18])[S:14][C:12]=2[N:13]=1>>[CH3:1][C:2]1[N:3]([C:8]2[N:9]=[C:10]([NH:19][CH2:20][C:21]3[CH:26]=[CH:25][CH:24]=[C:23]([N+:27]([O-:29])=[O:28])[CH:22]=3)[C:11]3[CH:16]=[C:15]([CH2:17][CH3:18])[S:14][C:12]=3[N:13]=2)[CH:4]=[CH:5][N:6]=1. Procedure: Following the procedure of Example 97, the reaction of 2-methylimidazole with 2-chloro-6-ethyl-4-(3-nitrobenzylamino)-thieno-[2,3-d]-pyrimidine gives 2-(2-methylimidazol-1-yl)-6-ethyl-4-(3-nitrobenzylamino)-thieno-[2,3-d]-pyrimidine. Starting materials: BrCC(=O)NC1=C(C(=O)O)C=CC=C1 (2-(N-Bromoacetylamino)benzoic Acid), NC1=CC=C(C=C1)C1=CC=CC=C1 (para-aminobiphenyl), CN(C)C=O (DMF), [OH-].[K+] (KOH). The solvent is O (H2O). The product is C1(=CC=CC=C1)C1=CC=C(C=C1)NCC(=O)NC1=C(C(=O)O)C=CC=C1 (2-[[N-(4-Phenylphenyl)amino]acetamido]benzoic acid). As a reaction SMILES: Br[CH2:2][C:3]([NH:5][C:6]1[CH:14]=[CH:13][CH:12]=[CH:11][C:7]=1[C:8]([OH:10])=[O:9])=[O:4].[NH2:15][C:16]1[CH:21]=[CH:20][C:19]([C:22]2[CH:27]=[CH:26][CH:25]=[CH:24][CH:23]=2)=[CH:18][CH:17]=1.CN(C=O)C.[OH-].[K+]>O>[C:22]1([C:19]2[CH:18]=[CH:17][C:16]([NH:15][CH2:2][C:3]([NH:5][C:6]3[CH:14]=[CH:13][CH:12]=[CH:11][C:7]=3[C:8]([OH:10])=[O:9])=[O:4])=[CH:21][CH:20]=2)[CH:23]=[CH:24][CH:25]=[CH:26][CH:27]=1 |f:3.4|. Procedure details: A solution of 2-(N-bromoacetylamino)benzoic acid from Example 79 (8.00 g, 31.0 mmol), para-aminobiphenyl (13.12 g, 77.5 mmol) and DMF (80 mL) was heated to 80° C. for 8 h. The mixture was cooled, poured over H2O (1 L) and 5% KOH (300 mL) and washed with CH2Cl2 (3×300 mL). The aqueous layer was acidified to pH 2 with 2 N HCl, cooled below room temperature and filtered. The filter cake was rinsed with cold water (100 mL) and dried under high vacuum at 45° C. The resulting air-sensitive material wa...